This data is from the Open Reaction Database (ORD), a public repository of structured organic reaction records. The task is: describe an organic reaction: reactants, conditions, products, and yield The reactants are ClC1=CC(=CC=C1)C(=O)OO (3-chloroperbenzoic acid), OC1=CC=C(C=C1)C1=CC(SS1)=S (5-(4-hydroxyphenyl)-1,2-dithiol-3-thione). Run in CC(=O)C (acetone), CC(=O)C (acetone). The product is OC1=CC=C(C=C1)C1=CC(SS1)=S=O (5-(4-hydroxyphenyl)-1,2-dithiol-3-thion-S-oxide). As a reaction SMILES: ClC1C=CC=C(C(OO)=[O:9])C=1.[OH:12][C:13]1[CH:18]=[CH:17][C:16]([C:19]2[S:23][S:22][C:21](=[S:24])[CH:20]=2)=[CH:15][CH:14]=1>CC(C)=O>[OH:12][C:13]1[CH:18]=[CH:17][C:16]([C:19]2[S:23][S:22][C:21](=[S:24]=[O:9])[CH:20]=2)=[CH:15][CH:14]=1. Procedure: A solution of 9.4 g 80-90% pure 3-chloroperbenzoic acid (=approximately 0.046 Mol) in 200 ml acetone was added dropwise with vigorous stirring to a solution of 10 g (=0.004 Mol) 5-(4-hydroxyphenyl)-1,2-dithiol-3-thione in 300 ml acetone within one hour at room temperature. Thereafter, the reaction mixture was kept at the same temperature for a further hour. The 5-(4-hydroxyphenyl)-1,2-dithiol-3-thion-S-oxide which resulted as a red precipitate was filtered-off under suction and dried over phosph... The reactants are BrCC=C (3-bromo-1-propene), O=C(CC)N(C1(CCNCC1)C(=O)OCC)C1=CC=CC=C1 (ethyl 4-[(1-oxopropyl)phenylamino]-4-piperidinecarboxylate), C([O-])([O-])=O.[Na+].[Na+] (sodium carbonate), [I-].[K+] (potassium iodide). The solvent is CC(CC(C)=O)C (4-methyl-2-pentanone). Yields the product C(C(=O)O)(=O)O.O=C(CC)N(C1(CCN(CC1)CC=C)C(=O)OCC)C1=CC=CC=C1 (ethyl 4-[(1-oxopropyl)phenylamino]-1-(2-propenyl)-4-piperidine-carboxylate ethanedioate). Reaction SMILES: Br[CH2:2][CH:3]=[CH2:4].[O:5]=[C:6]([N:9]([C:21]1[CH:26]=[CH:25][CH:24]=[CH:23][CH:22]=1)[C:10]1([C:16]([O:18][CH2:19][CH3:20])=[O:17])[CH2:15][CH2:14][NH:13][CH2:12][CH2:11]1)[CH2:7][CH3:8].[C:27](=[O:30])([O-:29])[O-].[Na+].[Na+].[I-].[K+]>CC(C)CC(=O)C>[C:16]([OH:18])(=[O:17])[C:27]([OH:29])=[O:30].[O:5]=[C:6]([N:9]([C:21]1[CH:22]=[CH:23][CH:24]=[CH:25][CH:26]=1)[C:10]1([C:16]([O:18][CH2:19][CH3:20])=[O:17])[CH2:15][CH2:14][N:13]([CH2:4][CH:3]=[CH2:2])[CH2:12][CH2:11]1)[CH2:7][CH3:8] |f:2.3.4,5.6,8.9|. Procedure: A mixture of 2.06 parts of 3-bromo-1-propene, 4.6 parts of ethyl 4-[(1-oxopropyl)phenylamino]-4-piperidinecarboxylate, 2.4 parts of sodium carbonate, 0.1 parts of potassium iodide and 80 parts of 4-methyl-2-pentanone is stirred and refluxed for 5 hours. After cooling to room temperature, the reaction mixture is poured onto water. The organic phase is separated, washed with water, dried, filtered and evaporated. The oily residue is purified by column-chromatography over silica gel using a mixture... The reactants are COC(C)(C)C, CNC(=O)Oc1ccc2c(c1)C1(C)CCN(C)C1N2C, [Na+], [Na+], [Na+], [OH-], O=C(O)c1ccccc1O, O=S([O-])S(=O)(=O)[O-]. Yields the product CN1CCC2(C)c3cc(O)ccc3N(C)C12. Reaction SMILES: [CH3:42][O:43][C:44]([CH3:45])([CH3:46])[CH3:47].[CH:13]12[N:14]([CH3:15])[CH2:16][CH2:17][C:18]1([CH3:19])[c:20]1[cH:21][c:22]([O:23][C:24]([NH:25][CH3:26])=[O:27])[cH:28][cH:29][c:30]1[N:31]2[CH3:32].[Na+:2].[Na+:40].[Na+:41].[OH-:1].[OH:3][C:4]([c:5]1[c:6]([OH:7])[cH:8][cH:9][cH:10][cH:11]1)=[O:12].[S:33]([S:34]([O-:35])=[O:36])([O-:37])(=[O:38])=[O:39]>>[CH:13]12[N:14]([CH3:15])[CH2:16][CH2:17][C:18]1([CH3:19])[c:20]1[cH:21][c:22]([OH:23])[cH:28][cH:29][c:30]1[N:31]2[CH3:32]. Reactants: OC1=CC=C(C=C1)CCCN1C=NC=C1 (1-[3-(4-hydroxyphenyl)propyl]imidazole), BrC1=CC=C(O1)C=1OC=C(N1)CCl (2-(5-bromo-2-furyl)-4-chloromethyloxazole). Product: BrC1=CC=C(O1)C=1OC=C(N1)COC1=CC=C(C=C1)CCCN1C=NC=C1 (2-(5-bromo-2-furyl)-4-[4-[3-(1-imidazolyl)propyl]phenoxymethyl]oxazole). Isolated yield 87.0%. Reaction SMILES: [OH:1][C:2]1[CH:7]=[CH:6][C:5]([CH2:8][CH2:9][CH2:10][N:11]2[CH:15]=[CH:14][N:13]=[CH:12]2)=[CH:4][CH:3]=1.[Br:16][C:17]1[O:21][C:20]([C:22]2[O:23][CH:24]=[C:25]([CH2:27]Cl)[N:26]=2)=[CH:19][CH:18]=1>>[Br:16][C:17]1[O:21][C:20]([C:22]2[O:23][CH:24]=[C:25]([CH2:27][O:1][C:2]3[CH:7]=[CH:6][C:5]([CH2:8][CH2:9][CH2:10][N:11]4[CH:15]=[CH:14][N:13]=[CH:12]4)=[CH:4][CH:3]=3)[N:26]=2)=[CH:19][CH:18]=1. Procedure: In substantially the same manner as in Working Example 72, 1-[3-(4-hydroxyphenyl)propyl]imidazole was allowed to react with 2-(5-bromo-2-furyl)-4-chloromethyloxazole to give 2-(5-bromo-2-furyl)-4-[4-[3-(1-imidazolyl)propyl]phenoxymethyl]oxazole. The yield was 87%. Recrystallization from ethyl acetate-isopropyl ether gave colorless needles, mp 115-116° C.